This data is from the Open Reaction Database (ORD), a public repository of structured organic reaction records. The task is: describe an organic reaction: reactants, conditions, products, and yield Starting materials: C(CC)[C@@H]1CC[C@H](CC1)C1C(C(C1)=O)(Cl)Cl (3-(trans-4-Propylcyclohexyl)-2,2-dichlorocyclobutanone). Reagents/catalysts: [Zn] (zinc). Yields the product C(CC)[C@@H]1CC[C@H](CC1)C1CC(C1)=O (3-(trans-4-Propylcyclohexyl)cyclobutanone). Reaction SMILES: [CH2:1]([C@H:4]1[CH2:9][CH2:8][C@H:7]([CH:10]2[CH2:13][C:12](=[O:14])[C:11]2(Cl)Cl)[CH2:6][CH2:5]1)[CH2:2][CH3:3]>[Zn]>[CH2:1]([C@H:4]1[CH2:5][CH2:6][C@H:7]([CH:10]2[CH2:13][C:12](=[O:14])[CH2:11]2)[CH2:8][CH2:9]1)[CH2:2][CH3:3]. Reported procedure: 0.1 mol of 4A is treated with 0.4 mol of zinc powder in analogy to Example 1C. Reactants: C, C1CCOC1, CCCOc1ccc(F)c2c(=O)c(-c3ccc(OC)cc3)cn(COC(=O)c3ccc(OCc4ccccc4)cc3)c12, CCO, [Pd]. The product is CCCOc1ccc(F)c2c(=O)c(-c3ccc(OC)cc3)cn(COC(=O)c3ccc(O)cc3)c12. RXN SMILES: [C:48].[CH2:1]1[O:2][CH2:3][CH2:4][CH2:5]1.[CH2:6]([c:7]1[cH:8][cH:9][cH:10][cH:11][cH:12]1)[O:13][c:14]1[cH:15][cH:16][c:17]([C:18](=[O:19])[O:20][CH2:21][n:22]2[cH:23][c:24](-[c:38]3[cH:39][cH:40][c:41]([O:44][CH3:45])[cH:42][cH:43]3)[c:25](=[O:37])[c:26]3[c:27]([F:36])[cH:28][cH:29][c:30]([O:32][CH2:33][CH2:34][CH3:35])[c:31]23)[cH:46][cH:47]1.[CH3:50][CH2:51][OH:52].[Pd:49]>>[OH:13][c:14]1[cH:15][cH:16][c:17]([C:18](=[O:19])[O:20][CH2:21][n:22]2[cH:23][c:24](-[c:38]3[cH:39][cH:40][c:41]([O:44][CH3:45])[cH:42][cH:43]3)[c:25](=[O:37])[c:26]3[c:27]([F:36])[cH:28][cH:29][c:30]([O:32][CH2:33][CH2:34][CH3:35])[c:31]23)[cH:46][cH:47]1. The reactants are CN1N=CC=2NC=3C=CC(=CC3C(C21)=O)CC=2C=C(C#N)C=CC2 (3-[(1-methyl-9-oxo-4,9-dihydro-1H-pyrazolo[4,3-b]quinolin-7-yl)methyl]benzonitrile), [OH-].[K+] (potassium hydroxide), [Cl-].[NH4+] (ammonium chloride). The solvent is CC(C)(C)O (2-methyl-2-propanol), CS(=O)C (dimethylsulfoxide). Run at temperature 65 celsius, time 4.5 hour. The product is CN1N=CC=2NC=3C=CC(=CC3C(C21)=O)CC=2C=C(C(=O)N)C=CC2 (3-[(1-METHYL-9-OXO-4,9-DIHYDRO-1H-PYRAZOLO[4,3-b]QUINOLIN-7-YL)METHYL]BENZAMIDE). The yield is 51.7%. As a reaction SMILES: [CH3:1][N:2]1[C:14]2[C:13](=[O:15])[C:12]3[CH:11]=[C:10]([CH2:16][C:17]4[CH:18]=[C:19]([CH:22]=[CH:23][CH:24]=4)[C:20]#[N:21])[CH:9]=[CH:8][C:7]=3[NH:6][C:5]=2[CH:4]=[N:3]1.[OH-:25].[K+].[Cl-].[NH4+]>CC(O)(C)C.CS(C)=O>[CH3:1][N:2]1[C:14]2[C:13](=[O:15])[C:12]3[CH:11]=[C:10]([CH2:16][C:17]4[CH:18]=[C:19]([CH:22]=[CH:23][CH:24]=4)[C:20]([NH2:21])=[O:25])[CH:9]=[CH:8][C:7]=3[NH:6][C:5]=2[CH:4]=[N:3]1 |f:1.2,3.4|. Procedure details: A mixture of 3-[(1-methyl-9-oxo-4,9-dihydro-1H-pyrazolo[4,3-b]quinolin-7-yl)methyl]benzonitrile (EXAMPLE 28, step 2, 100 mg, 0.32 mmol) and powdered potassium hydroxide (89 mg, 1.59 mmol) in 2-methyl-2-propanol (5 ml) and dimethylsulfoxide (2 ml) was stirred at 65° C. for 4.5 h. After cooling to room temperature, the mixture was poured into saturated aqueous ammonium chloride (50 ml), and the precipitate was collected by filtration. This yellow powder was washed with water, methanol and dichloro...